Dataset: the Open Reaction Database (ORD), a public repository of structured organic reaction records. Task: describe an organic reaction: reactants, conditions, products, and yield Starting materials: ClCC(=O)Cl (chloroacetyl chloride), C(CC)OC(CNCC1OCCC(O1)C)OCCC (N-(2,2-Dipropoxyethyl)-N-(4-methyl-1,3-dioxan-2-yl-methyl)amine), C1=CC=CC=C1 (benzene), C([O-])([O-])=O.[Na+].[Na+] (sodium carbonate). Solvent: O (water). The product is C(CC)OC(CN(C(CCl)=O)CC1OCCC(O1)C)OCCC (N-(2,2-dipropoxyethyl)-N-(4-methyl-1,3-dioxan-2-ylmethyl)-α-chloroacetamide). As a reaction SMILES: [CH2:1]([O:4][CH:5]([O:16][CH2:17][CH2:18][CH3:19])[CH2:6][NH:7][CH2:8][CH:9]1[O:14][CH:13]([CH3:15])[CH2:12][CH2:11][O:10]1)[CH2:2][CH3:3].C1C=CC=CC=1.C(=O)([O-])[O-].[Na+].[Na+].[Cl:32][CH2:33][C:34](Cl)=[O:35]>O>[CH2:17]([O:16][CH:5]([O:4][CH2:1][CH2:2][CH3:3])[CH2:6][N:7]([CH2:8][CH:9]1[O:14][CH:13]([CH3:15])[CH2:12][CH2:11][O:10]1)[C:34](=[O:35])[CH2:33][Cl:32])[CH2:18][CH3:19] |f:2.3.4|. Procedure: N-(2,2-Dipropoxyethyl)-N-(4-methyl-1,3-dioxan-2-yl-methyl)amine (0.05 mole), benzene (100 ml), water (100 ml) and sodium carbonate (2 grams) are charged into a glass reaction vessel equipped with a mechanical stirrer and thermometer. The reaction mixture is cooled to a temperature of from 5° to 10° C and chloroacetyl chloride (0.05 mole) is added dropwise with stirring. After the addition is completed stirring is continued until the reaction mixture has reached room temperature. After this time ...